This data is from the Open Reaction Database (ORD), a public repository of structured organic reaction records. The task is: describe an organic reaction: reactants, conditions, products, and yield Starting materials: white powder, ester, O.[OH-].[Li+] (lithium hydroxide monohydrate), C(CCCCCCCCCCCCCCCCC)OC1=CC=C(C(=O)O)C=C1 (4-octadecyloxy-benzoic acid). Solvent: CO (methanol). The product is C(\C=C\CCCCCCC)OC1=CC=C(C(=O)O)C=C1 (4-(trans-2-Decenyloxy)-benzoic acid). RXN SMILES: O.[OH-].[Li+].[CH2:4]([O:22][C:23]1[CH:31]=[CH:30][C:26]([C:27]([OH:29])=[O:28])=[CH:25][CH:24]=1)[CH2:5][CH2:6][CH2:7][CH2:8][CH2:9][CH2:10][CH2:11][CH2:12][CH2:13]CCCCCCCC>CO>[CH2:4]([O:22][C:23]1[CH:24]=[CH:25][C:26]([C:27]([OH:29])=[O:28])=[CH:30][CH:31]=1)/[CH:5]=[CH:6]/[CH2:7][CH2:8][CH2:9][CH2:10][CH2:11][CH2:12][CH3:13] |f:0.1.2|. Procedure: The ester 35 g 565 mg, 1.95 mmol), and lithium hydroxide monohydrate (817 mg, 19.5 mmol) in 20 ml methanol were reacted according to the procedure for compound 36a. The yield was 482 mg (89% of a white powder.